Dataset: the Open Reaction Database (ORD), a public repository of structured organic reaction records. Task: describe an organic reaction: reactants, conditions, products, and yield The reactants are [Si](C)(C)(C(C)(C)C)OC[C@H](CC=C)N(C(=O)NCC1=C(C(=CC=C1)F)Cl)C ((S)-1-(1-(tert-butyldimethylsilyloxy)pent-4-en-2-yl)-3-(2-chloro-3-fluorobenzyl)-1-methylurea), Cl (HCl). Run in CO (MeOH). Reaction conditions: time 30 minute. The product is ClC1=C(CNC(N(C)[C@H](CO)CC=C)=O)C=CC=C1F ((S)-3-(2-chloro-3-fluorobenzyl)-1-(1-hydroxypent-4-en-2-yl)-1-methylurea). Isolated yield 61.6%. Reaction SMILES: [Si]([O:8][CH2:9][C@@H:10]([N:14]([CH3:27])[C:15]([NH:17][CH2:18][C:19]1[CH:24]=[CH:23][CH:22]=[C:21]([F:25])[C:20]=1[Cl:26])=[O:16])[CH2:11][CH:12]=[CH2:13])(C(C)(C)C)(C)C.Cl>CO>[Cl:26][C:20]1[C:21]([F:25])=[CH:22][CH:23]=[CH:24][C:19]=1[CH2:18][NH:17][C:15](=[O:16])[N:14]([C@@H:10]([CH2:11][CH:12]=[CH2:13])[CH2:9][OH:8])[CH3:27]. Procedure details: To a solution of (S)-1-(1-(tert-butyldimethylsilyloxy)pent-4-en-2-yl)-3-(2-chloro-3-fluorobenzyl)-1-methylurea (5.80 g, 10.8 mmol) in MeOH (50 mL) was added HCl (1N, 32.0 mL). The resulting solution was stirred at RT for 30 min. The mixture was partially concentrated and filtered. The filtrate was purified on RP-HPLC using a mixture of acetonitrile and water to give (S)-3-(2-chloro-3-fluorobenzyl)-1-(1-hydroxypent-4-en-2-yl)-1-methylurea (2.0 g, 77%) as a white solid, which was used without furt... Starting materials: CO, CCOC(=O)c1cc2cc(F)cc(Cl)c2[nH]1, Cl, [Na+], [OH-]. Yields the product O=C(O)c1cc2cc(F)cc(Cl)c2[nH]1. As a reaction SMILES: [CH3:20][OH:21].[Cl:1][c:2]1[cH:3][c:4]([F:16])[cH:5][c:6]2[cH:7][c:8]([C:11](=[O:12])[O:13][CH2:14][CH3:15])[nH:9][c:10]12.[ClH:19].[Na+:18].[OH-:17]>>[Cl:1][c:2]1[cH:3][c:4]([F:16])[cH:5][c:6]2[cH:7][c:8]([C:11](=[O:12])[OH:13])[nH:9][c:10]12. Starting materials: CC(C)(C)OC(=O)C(O)C(O)C(=O)OC(C)(C)C, C1CCOC1, [Na+], [OH-], O=S(=O)(c1ccccc1)c1no[n+]([O-])c1S(=O)(=O)c1ccccc1. Yields the product CC(C)(C)OC(=O)C(O)C(Oc1no[n+]([O-])c1S(=O)(=O)c1ccccc1)C(=O)OC(C)(C)C. As a reaction SMILES: [C:27](=[O:28])([O:29][C:30]([CH3:31])([CH3:32])[CH3:33])[CH:34]([OH:35])[CH:36]([OH:37])[C:38](=[O:39])[O:40][C:41]([CH3:42])([CH3:43])[CH3:44].[CH2:45]1[O:46][CH2:47][CH2:48][CH2:49]1.[Na+:2].[OH-:1].[c:3]1([S:9](=[O:10])(=[O:11])[c:12]2[n+:13]([O-:26])[o:14][n:15][c:16]2[S:17]([c:18]2[cH:19][cH:20][cH:21][cH:22][cH:23]2)(=[O:24])=[O:25])[cH:4][cH:5][cH:6][cH:7][cH:8]1>>[c:3]1([S:9](=[O:10])(=[O:11])[c:12]2[n+:13]([O-:26])[o:14][n:15][c:16]2[O:35][CH:34]([C:27](=[O:28])[O:29][C:30]([CH3:31])([CH3:32])[CH3:33])[CH:36]([OH:37])[C:38](=[O:39])[O:40][C:41]([CH3:42])([CH3:43])[CH3:44])[cH:4][cH:5][cH:6][cH:7][cH:8]1. Reactants: NC1=C(C2=CC=CC=C2C=C1)C(=O)O (2-amino-1-naphthoic acid), Cl[Si](C)(C)C (chlorotrimethylsilane), N1=CC=CC=C1 (pyridine), C1(=CC=CC=C1)S(=O)(=O)Cl (benzenesulfonyl chloride). Solvent: ClCCl (dichloromethane), ClCCl (dichloromethane), CC(=O)N(C)C (dimethylacetamide). Reaction conditions: time 4 hour. Product: C1(=CC=CC=C1)S(=O)(=O)NC1=C(C2=CC=CC=C2C=C1)C(=O)O (2-[(phenylsulfonyl)amino]-1-naphthoic acid). As a reaction SMILES: [NH2:1][C:2]1[CH:11]=[CH:10][C:9]2[C:4](=[CH:5][CH:6]=[CH:7][CH:8]=2)[C:3]=1[C:12]([OH:14])=[O:13].Cl[Si](C)(C)C.N1C=CC=CC=1.[C:26]1([S:32](Cl)(=[O:34])=[O:33])[CH:31]=[CH:30][CH:29]=[CH:28][CH:27]=1>ClCCl.CC(N(C)C)=O>[C:26]1([S:32]([NH:1][C:2]2[CH:11]=[CH:10][C:9]3[C:4](=[CH:5][CH:6]=[CH:7][CH:8]=3)[C:3]=2[C:12]([OH:14])=[O:13])(=[O:34])=[O:33])[CH:31]=[CH:30][CH:29]=[CH:28][CH:27]=1. Procedure: A mixture of Example 42B (0.033 g, 0.200 mmol) in dichloromethane (1 mL) was treated with 1M chlorotrimethylsilane in dichloromethane (440 μL, 0.044 mmol) and pyridine (56.6 μL, 0.70 mmol), shaken for 4 hours at ambient temperature, treated with a solution of benzenesulfonyl chloride (0.042 g, 0.24 mmol) in dimethylacetamide (1 mL), shaken for 16 hours at ambient temperature, and concentrated. The concentrate was acidified to pH 1.0 with 5% aqueous HCl and extracted with dichloromethane. The ext... Starting materials: C(C1=CC=CC=C1)OC[C@H]1CN(CCN1C1=CC=C(C=C1)C(C(F)(F)F)(C(F)(F)F)O)C(=O)OC(C)(C)C (tert-butyl (3R)-3-((benzyloxy)methyl)-4-(4-(2,2,2-trifluoro-1-hydroxy-1-(trifluoromethyl)ethyl)phenyl)-1-piperazinecarboxylate). Reagents/catalysts: [Pd] (palladium on activated carbon). The solvent is CCO (EtOH). Reaction conditions: time 2 hour. Product: OC[C@H]1CN(CCN1C1=CC=C(C=C1)C(C(F)(F)F)(C(F)(F)F)O)C(=O)OC(C)(C)C (tert-butyl (3R)-3-(hydroxymethyl)-4-(4-(2,2,2-trifluoro-1-hydroxy-1-(trifluoromethyl)ethyl)phenyl)-1-piperazinecarboxylate). Yield: 100.2%. Reaction SMILES: C([O:8][CH2:9][C@@H:10]1[N:15]([C:16]2[CH:21]=[CH:20][C:19]([C:22]([OH:31])([C:27]([F:30])([F:29])[F:28])[C:23]([F:26])([F:25])[F:24])=[CH:18][CH:17]=2)[CH2:14][CH2:13][N:12]([C:32]([O:34][C:35]([CH3:38])([CH3:37])[CH3:36])=[O:33])[CH2:11]1)C1C=CC=CC=1>[Pd].CCO>[OH:8][CH2:9][C@@H:10]1[N:15]([C:16]2[CH:21]=[CH:20][C:19]([C:22]([OH:31])([C:23]([F:24])([F:25])[F:26])[C:27]([F:28])([F:29])[F:30])=[CH:18][CH:17]=2)[CH2:14][CH2:13][N:12]([C:32]([O:34][C:35]([CH3:38])([CH3:37])[CH3:36])=[O:33])[CH2:11]1. Procedure: A 150-mL round-bottomed flask was charged with tert-butyl (3R)-3-((benzyloxy)methyl)-4-(4-(2,2,2-trifluoro-1-hydroxy-1-(trifluoromethyl)ethyl)phenyl)-1-piperazinecarboxylate (0.917 g, 1.67 mmol), palladium on activated carbon (10 wt %, wet, degussa type, 1.34 g, 0.632 mmol, Sigma-Aldrich, St. Louis, Mo.) and EtOH (15 mL). The reaction mixture was evacuated under vacuum and refilled with hydrogen (5 times). The mixture was hydrogenated under balloon pressure of hydrogen at 60° C. for 2 h. The cat... Starting materials: O.O.C(C(=O)O)(=O)O (oxalic acid dihydrate), C1(=CC(=C(C=C1)N)N)C (3,4-toluenediamine), C(C)O (ethanol), Cl (hydrochloric acid). Run in O (water). The product is OC1=NC2=CC=C(C=C2N=C1O)C (2,3-dihydroxy-6-methylquinoxaline). The yield is 97.0%. Reaction SMILES: O.O.[C:3]([OH:8])(=O)[C:4](O)=[O:5].[C:9]1([CH3:17])[CH:14]=[CH:13][C:12]([NH2:15])=[C:11]([NH2:16])[CH:10]=1.C(O)C.Cl>O>[OH:5][C:4]1[C:3]([OH:8])=[N:16][C:11]2[C:12](=[CH:13][CH:14]=[C:9]([CH3:17])[CH:10]=2)[N:15]=1 |f:0.1.2|. Reported procedure: A mixture of oxalic acid dihydrate (20 g), 3,4-toluenediamine (20 g), ethanol (60 ml), conc. hydrochloric acid (20 ml) and water (50 ml) was refluxed for 5 hours. After cooling to room temperature, the precipitate was removed by filtration, washed with water and dried to yield 27.1g of 2,3-dihydroxy-6-methylquinoxaline, mp> 300° C. Phosgene was bubbled through a mixture of 27.1 g of the 2,3-dihydroxy compound in 200 ml of p-xylene and 5 ml of DMF at 120° C. The solution was degassed with nitroge... The yield is 100.7%. Starting materials: CN1N=CC(=C1C1CCC(COC1)O)[N+](=O)[O-] (6-(2-methyl-4-nitro-pyrazol-3-yl)oxepan-3-ol), CC(=O)OI1(C=2C=CC=CC2C(=O)O1)(OC(=O)C)OC(=O)C (Dess-Martin periodinane), C([O-])(O)=O.[Na+] (sodium bicarbonate). Run in C(Cl)Cl (DCM). As a reaction SMILES: [CH3:1][N:2]1[C:6]([CH:7]2[CH2:13][O:12][CH2:11][CH:10]([OH:14])[CH2:9][CH2:8]2)=[C:5]([N+:15]([O-:17])=[O:16])[CH:4]=[N:3]1.CC(OI1(OC(C)=O)(OC(C)=O)OC(=O)C2C=CC=CC1=2)=O.C(=O)(O)[O-].[Na+]>C(Cl)Cl>[CH3:1][N:2]1[C:6]([CH:7]2[CH2:13][O:12][CH2:11][C:10](=[O:14])[CH2:9][CH2:8]2)=[C:5]([N+:15]([O-:17])=[O:16])[CH:4]=[N:3]1 |f:2.3|. Conditions: time 8 hour. The product is CN1N=CC(=C1C1CCC(COC1)=O)[N+](=O)[O-] (6-(2-methyl-4-nitro-pyrazol-3-yl)oxepan-3-one). Procedure: To a solution of 6-(2-methyl-4-nitro-pyrazol-3-yl)oxepan-3-ol (53 mg, 0.22 mmol) in DCM (6 mL) was added Dess-Martin periodinane (192 mg, 0.44 mmol) and sodium bicarbonate (93 mg, 1.10 mmol). The mixture was stirred at room temperature overnight, quenched with water, and extracted with DCM (3×). Combined organic layers were concentrated to dryness and purified via silica gel chromatography (0-100% EtOAc/heptane) to afford 6-(2-methyl-4-nitro-pyrazol-3-yl)oxepan-3-one (53 mg, quant.).